This data is from the Open Reaction Database (ORD), a public repository of structured organic reaction records. The task is: describe an organic reaction: reactants, conditions, products, and yield Reactants: [Br-].BrC1=CC=C(S1)[Zn+] (5-bromo-2-thienylzincbromide), FC(OC1=C2C3=C(C(OC2=CC=C1)OC)C=C(C=C3)NS(=O)(=O)C)F (N-[1-(difluoromethoxy)-6-methoxy-6H-benzo[c]chromen-8-yl]methanesulfonamide), C(=O)(O)[O-].[Na+] (NaHCO3). Solvent: ClCCl (dichloromethane). Reaction conditions: time 5 minute. Yields the product BrC1=CC=C(S1)C1OC2=CC=CC(=C2C2=C1C=C(C=C2)NS(=O)(=O)C)OC(F)F (N-[6-(5-bromo-2-thienyl)-1-(difluoromethoxy)-6H-benzo[c]chromen-8-yl]methanesulfonamide). Reaction SMILES: [F:1][CH:2]([F:25])[O:3][C:4]1[CH:13]=[CH:12][CH:11]=[C:10]2[C:5]=1[C:6]1[CH:19]=[CH:18][C:17]([NH:20][S:21]([CH3:24])(=[O:23])=[O:22])=[CH:16][C:7]=1[CH:8](OC)[O:9]2.[Br-].[Br:27][C:28]1[S:32][C:31]([Zn+])=[CH:30][CH:29]=1.C([O-])(O)=O.[Na+]>ClCCl>[Br:27][C:28]1[S:32][C:31]([CH:8]2[C:7]3[CH:16]=[C:17]([NH:20][S:21]([CH3:24])(=[O:22])=[O:23])[CH:18]=[CH:19][C:6]=3[C:5]3[C:10](=[CH:11][CH:12]=[CH:13][C:4]=3[O:3][CH:2]([F:25])[F:1])[O:9]2)=[CH:30][CH:29]=1 |f:1.2,3.4|. Reported procedure: A solution of Example 96C (50 mg, 0.13 mmol) in dichloromethane (20 ml) at −20° C. was treated with borontrifluoridediethyletherate (184 mg, 1.3 mmol) dropwise, stirred for 5 minutes, treated with 5-bromo-2-thienylzincbromide (7.8 ml of 0.5M solution in THF, 3.9 mmol) dropwise over 2 minutes, stirred for 15 minutes, treated with saturated NaHCO3 solution (15ml), extracted with dichloromethane. The extract was concentrated and the concentrate was purified by flash column chromatography on silica ... The reactants are C1(=CC=CC=C1)NC(=O)C[C@H]1C[C@@H](NC2=CC(=CC(=C12)Cl)Cl)C(=O)OC(C)(C)C (Trans-4-phenylaminocarbonylmethyl-2-tertiarybutyloxycarbonyl-5,7-dichloro-1,2,3,4-tetrahydroquinoline). Solvent: FC(C(=O)O)(F)F (trifluoroacetic acid). Conditions: time 30 minute. Product: C(=O)(O)[C@@H]1NC2=CC(=CC(=C2[C@H](C1)CC(=O)NC1=CC=CC=C1)Cl)Cl (Trans-2-carboxy-4-phenylaminocarbonylmethyl-5,7-dichloro-1,2,3,4-tetrahydroquinoline). Yield: 33.5%. As a reaction SMILES: [C:1]1([NH:7][C:8]([CH2:10][C@@H:11]2[C:20]3[C:15](=[CH:16][C:17]([Cl:22])=[CH:18][C:19]=3[Cl:21])[NH:14][C@@H:13]([C:23]([O:25]C(C)(C)C)=[O:24])[CH2:12]2)=[O:9])[CH:6]=[CH:5][CH:4]=[CH:3][CH:2]=1>FC(F)(F)C(O)=O>[C:23]([C@H:13]1[CH2:12][C@H:11]([CH2:10][C:8]([NH:7][C:1]2[CH:2]=[CH:3][CH:4]=[CH:5][CH:6]=2)=[O:9])[C:20]2[C:15](=[CH:16][C:17]([Cl:22])=[CH:18][C:19]=2[Cl:21])[NH:14]1)([OH:25])=[O:24]. Procedure: Trans-4-phenylaminocarbonylmethyl-2-tertiarybutyloxycarbonyl-5,7-dichloro-1,2,3,4-tetrahydroquinoline (0.12 g) was dissolved in 10% aqueous trifluoroacetic acid (30 ml) and stood at room temperature for 30 mins. The solvents were removed under vacuum and the residue chromatographed on silica gel using 3% methanol, 1% acetic acid, 96% dichloromethane to give a solid which was recrystallised from diethyl ether/hexane to give the title compound as a colourless solid (0.035 g, m.p. 208° C. dec); δ (... The reactants are [BH4-].[Na+] (sodium borohydride), C(C1=CC=CC=C1)=O (benzaldehyde), N[C@H]1[C@@H](CCCC1)N ((±)-trans-1,2-diaminocyclohexane). Run in CO (methanol), CO (methanol), ClCCl (dichloromethane). Conditions: temperature 0 celsius, time 12 hour. Product: C(C1=CC=CC=C1)N[C@H]1[C@@H](CCCC1)N ((±)-Trans-N-benzyl-1,2-diaminocyclohexane). Reaction SMILES: [NH2:1][C@@H:2]1[CH2:7][CH2:6][CH2:5][CH2:4][C@H:3]1[NH2:8].[CH:9](=O)[C:10]1[CH:15]=[CH:14][CH:13]=[CH:12][CH:11]=1.[BH4-].[Na+]>CO.ClCCl>[CH2:9]([NH:1][C@@H:2]1[CH2:7][CH2:6][CH2:5][CH2:4][C@H:3]1[NH2:8])[C:10]1[CH:15]=[CH:14][CH:13]=[CH:12][CH:11]=1 |f:2.3|. Procedure details: 60.0 g (525.4 mmol) of (±)-trans-1,2-diaminocyclohexane is dissolved in 750 ml of absolute methanol and cooled to 0° C. At this temperature, the drop-by-drop addition of 10.5 g (99 mmol) of benzaldehyde, dissolved in 100 ml of absolute methanol, is carried out. After a reaction time of 2 hours at 0° C., the addition in portions of a total of 3.74 g (99 mmol) of sodium borohydride is carried out. After 12 hours at 25° C., the reaction solution is suctioned off on diatomaceous earth, and the solve... The reactants are ClC1=CC=C(C=N1)C1=CC=2N(C(=C1)N)N=C(N2)C2=NC=CC=C2 (7-(6-chloro-pyridin-3-yl)-2-pyridin-2-yl-[1,2,4]triazolo[1,5-a]pyridin-5-ylamine). The solvent is C(C)(C)N (isopropylamine). The product is C(C)(C)NC1=CC=C(C=N1)C1=CC=2N(C(=C1)N)N=C(N2)C2=NC=CC=C2 (7-(6-isopropylamino-pyridin-3-yl)-2-pyridin-2-yl-[1,2,4]triazolo[1,5-a]pyridin-5-ylamine). Yield: 82.7%. RXN SMILES: Cl[C:2]1[N:7]=[CH:6][C:5]([C:8]2[CH:13]=[C:12]([NH2:14])[N:11]3[N:15]=[C:16]([C:18]4[CH:23]=[CH:22][CH:21]=[CH:20][N:19]=4)[N:17]=[C:10]3[CH:9]=2)=[CH:4][CH:3]=1>C(N)(C)C>[CH:18]([NH:19][C:2]1[N:7]=[CH:6][C:5]([C:8]2[CH:13]=[C:12]([NH2:14])[N:11]3[N:15]=[C:16]([C:18]4[CH:23]=[CH:22][CH:21]=[CH:20][N:19]=4)[N:17]=[C:10]3[CH:9]=2)=[CH:4][CH:3]=1)([CH3:23])[CH3:16]. Reported procedure: A solution of 0.16 g (0.00035 mol) 7-(6-chloro-pyridin-3-yl)-2-pyridin-2-yl-[1,2,4]triazolo[1,5-a]pyridin-5-ylamine in 80 ml isopropylamine were stirred at 150° C. for 150 hours in an autoclav. Removal of the amine and chromatography on silicagel with dichloro-methane/methanol 9/1 gave 0.05 g (29%) 7-(6-isopropylamino-pyridin-3-yl)-2-pyridin-2-yl-[1,2,4]triazolo[1,5-a]pyridin-5-ylamine as beige solid, MS m/e (%): 346 (M+H+,100). Starting materials: N1C(=NC2=C1C=CC=C2)CCCN(CC[C@@]2([C@H](C1=CC=C(C=C1C(C2)(F)F)F)C(C)C)O)C ((1S,2R)-2-(2-((3-(1H-Benzo[d]imidazol-2-yl)propyl)(methyl)amino)ethyl)-4,4,6-trifluoro-1-isopropyl-1,2,3,4-tetrahydronaphthalen-2-ol), COCC(=O)OC1C(C2=CC=C(C=C2C(C1([2H])[2H])([2H])[2H])F)C(C)C (3,3,4,4-tetradeutero-6-fluoro-1-isopropyl-1,2,3,4-tetrahydronaphthalen-2-yl 2-methoxyacetate). Product: COCC(=O)O[C@]1([C@H](C2=CC=C(C=C2C(C1)(F)F)F)C(C)C)CCN(C)CCCC1=NC2=C(N1)C=CC=C2 ((1S,2R)-2-(2-((3-(1H-Benzo[d]imidazol-2-yl)propyl)(methyl)amino)ethyl)-4,4,6-trifluoro-1-isopropyl-1,2,3,4-tetrahydronaphthalen-2-yl 2-methoxyacetate). As a reaction SMILES: [NH:1]1[C:5]2[CH:6]=[CH:7][CH:8]=[CH:9][C:4]=2[N:3]=[C:2]1[CH2:10][CH2:11][CH2:12][N:13]([CH3:33])[CH2:14][CH2:15][C@@:16]1([OH:32])[CH2:25][C:24]([F:27])([F:26])[C:23]2[C:18](=[CH:19][CH:20]=[C:21]([F:28])[CH:22]=2)[C@@H:17]1[CH:29]([CH3:31])[CH3:30].[CH3:34][O:35][CH2:36][C:37](OC1C([2H])([2H])C([2H])([2H])C2C(=CC=C(F)C=2)C1C(C)C)=[O:38]>>[CH3:34][O:35][CH2:36][C:37]([O:32][C@:16]1([CH2:15][CH2:14][N:13]([CH2:12][CH2:11][CH2:10][C:2]2[NH:3][C:4]3[CH:9]=[CH:8][CH:7]=[CH:6][C:5]=3[N:1]=2)[CH3:33])[CH2:25][C:24]([F:27])([F:26])[C:23]2[C:18](=[CH:19][CH:20]=[C:21]([F:28])[CH:22]=2)[C@@H:17]1[CH:29]([CH3:31])[CH3:30])=[O:38]. Reported procedure: Compound 104 is prepared from 35d in a manner analogous to that of Example 4 for compound 500. Starting materials: [Sn](Cl)(Cl)(Cl)Cl (Tin(IV) chloride), N1C(=O)N=C(N)C=C1 (Cytosine), C/C(=N\[Si](C)(C)C)/O[Si](C)(C)C (N,O-bis(trimethylsilyl)acetamide), C(C1=CC=CC=C1)(=O)O[C@H]1[C@](OC(C2=CC=CC=C2)=O)([C@H](OC(C2=CC=CC=C2)=O)[C@H](O1)COC(C1=CC=CC=C1)=O)C (1,2,3,5-tetra-O-benzoyl-2-C-methyl-β-D-ribofuranose), C(C1=CC=CC=C1)(=O)O[C@]1([C@H](O)O[C@@H]([C@H]1OC(C1=CC=CC=C1)=O)COC(C1=CC=CC=C1)=O)C (2,3,5-Tri-O-benzoyl-2-C-methyl-βD-ribofuranose). Solvent: C(C)#N (acetonitrile), C(C)#N (acetonitrile), C(C)#N (acetonitrile). Conditions: temperature 20 celsius, time 1 hour. Product: NC1=NC(N(C=C1)C1OC(C(C1(C)OC(C1=CC=CC=C1)=O)OC(C1=CC=CC=C1)=O)COCC1=CC=CC=C1)=O (4-Amino-1-(3,4-dibenzoyloxy-5-benzyloxymethyl-3-methyl-tetrahydro-furan-2-yl)-1H-pyrimidine-2-one). As a reaction SMILES: [NH:1]1[CH:8]=[CH:7][C:5]([NH2:6])=[N:4][C:2]1=[O:3].C/C(/O[Si](C)(C)C)=N\[Si](C)(C)C.C(O[C@@H:30]1[O:52][C@H:51]([CH2:53][O:54][C:55](=O)[C:56]2[CH:61]=[CH:60][CH:59]=[CH:58][CH:57]=2)[C@@H:41]([O:42][C:43](=[O:50])[C:44]2[CH:49]=[CH:48][CH:47]=[CH:46][CH:45]=2)[C@@:31]1([CH3:63])[O:32][C:33](=[O:40])[C:34]1[CH:39]=[CH:38][CH:37]=[CH:36][CH:35]=1)(=O)C1C=CC=CC=1.[Sn](Cl)(Cl)(Cl)Cl.C(O[C@]1(C)[C@H](OC(=O)C2C=CC=CC=2)[C@@H](COC(=O)C2C=CC=CC=2)O[C@H]1O)(=O)C1C=CC=CC=1>C(#N)C>[NH2:6][C:5]1[CH:7]=[CH:8][N:1]([CH:30]2[C:31]([O:32][C:33](=[O:40])[C:34]3[CH:35]=[CH:36][CH:37]=[CH:38][CH:39]=3)([CH3:63])[CH:41]([O:42][C:43](=[O:50])[C:44]3[CH:45]=[CH:46][CH:47]=[CH:48][CH:49]=3)[CH:51]([CH2:53][O:54][CH2:55][C:56]3[CH:57]=[CH:58][CH:59]=[CH:60][CH:61]=3)[O:52]2)[C:2](=[O:3])[N:4]=1. Procedure: Cytosine (89 g, 0.80 mol) was suspended in acetonitrile (900 ml) in a 12 L round bottomed flask equipped with a reflux condenser, overhead stirrer and an argon inlet adapter. The suspension was stirred at 20° C. under argon atmosphere and N,O-bis(trimethylsilyl)acetamide (537 ml, 2.2 mol) was added in one portion. The resulting solution was heated to 80° C. and stirred for an additional hour at the same temperature. 1,2,3,5-tetra-O-benzoyl-2-C-methyl-β-D-ribofuranose (425.0 g, 0.73 mol) was susp... The reactants are [BH4-].[Na+] (sodium borohydride), Cl.C(C)(=O)CN1CCN(CC1)C(=O)C=1C=C2CCC(NC2=CC1)=O (6-(4-acetylmethyl-1-piperazinylcarbonyl)-3,4-dihydrocarbostyril monohydrochloride), Cl (hydrochloric acid). The solvent is CO (methanol). Conditions: time 1 hour. The product is OC(CN1CCN(CC1)C(=O)C=1C=C2CCC(NC2=CC1)=O)C (6-[4-(2-hydroxypropyl)-1-piperazinylcarbonyl]-3,4-dihydrocarbostyril). Reaction SMILES: Cl.[C:2]([CH2:5][N:6]1[CH2:11][CH2:10][N:9]([C:12]([C:14]2[CH:15]=[C:16]3[C:21](=[CH:22][CH:23]=2)[NH:20][C:19](=[O:24])[CH2:18][CH2:17]3)=[O:13])[CH2:8][CH2:7]1)(=[O:4])[CH3:3].[BH4-].[Na+].Cl>CO>[OH:4][CH:2]([CH3:3])[CH2:5][N:6]1[CH2:11][CH2:10][N:9]([C:12]([C:14]2[CH:15]=[C:16]3[C:21](=[CH:22][CH:23]=2)[NH:20][C:19](=[O:24])[CH2:18][CH2:17]3)=[O:13])[CH2:8][CH2:7]1 |f:0.1,2.3|. Procedure: 3.76 Grams of 6-(4-acetylmethyl-1-piperazinylcarbonyl)-3,4-dihydrocarbostyril monohydrochloride was dissolved in 50 ml of methanol, under ice-cooled condition, 0.44 g of sodium borohydride (NaBH4) was added slowly and then stirred at a room temperature for 1 hour. After the reaction was completed, a concentrated hydrochloric acid was added to ajust the pH of the reaction mixture to about pH 1, then most portion of the solvent was removed by distillation under a reduced pressure and the residue w...